Dataset: the Open Reaction Database (ORD), a public repository of structured organic reaction records. Task: describe an organic reaction: reactants, conditions, products, and yield The reactants are C#CCCl, CC(C)=O, [K+], [K+], CCN(CC)c1ncc(NS(C)(=O)=O)c(NC(Cc2ccc(OC(=O)N3CCCC3)cc2)C(=O)OC(C)(C)C)n1, O=C([O-])[O-]. The product is C#CCN(c1cnc(N(CC)CC)nc1NC(Cc1ccc(OC(=O)N2CCCC2)cc1)C(=O)OC(C)(C)C)S(C)(=O)=O. Reaction SMILES: [CH2:47]([C:48]#[CH:49])[Cl:50].[CH3:51][C:52](=[O:53])[CH3:54].[K+:41].[K+:42].[N:1]1([C:6](=[O:7])[O:8][c:9]2[cH:10][cH:11][c:12]([CH2:15][CH:16]([C:17](=[O:18])[O:19][C:20]([CH3:21])([CH3:22])[CH3:23])[NH:24][c:25]3[n:26][c:27]([N:36]([CH2:37][CH3:38])[CH2:39][CH3:40])[n:28][cH:29][c:30]3[NH:31][S:32](=[O:33])(=[O:34])[CH3:35])[cH:13][cH:14]2)[CH2:2][CH2:3][CH2:4][CH2:5]1.[O-:43][C:44]([O-:45])=[O:46]>>[N:1]1([C:6](=[O:7])[O:8][c:9]2[cH:10][cH:11][c:12]([CH2:15][CH:16]([C:17](=[O:18])[O:19][C:20]([CH3:21])([CH3:22])[CH3:23])[NH:24][c:25]3[n:26][c:27]([N:36]([CH2:37][CH3:38])[CH2:39][CH3:40])[n:28][cH:29][c:30]3[N:31]([S:32](=[O:33])(=[O:34])[CH3:35])[CH2:49][C:48]#[CH:47])[cH:13][cH:14]2)[CH2:2][CH2:3][CH2:4][CH2:5]1. Product: C[Si](C)(C)CCOCn1c(Cl)c(-c2ccccc2)c2c(=O)[nH]ncc21. Reaction SMILES: [CH3:38][CH2:39][OH:40].[CH3:41][c:42]1[cH:43][cH:44][cH:45][cH:46][cH:47]1.[Cl-:37].[Cl:1][c:2]1[c:3]([I:20])[c:4]2[c:5]([cH:6][n:7][nH:8][c:9]2=[O:10])[n:11]1[CH2:12][O:13][CH2:14][CH2:15][Si:16]([CH3:17])([CH3:18])[CH3:19].[Na+:30].[Na+:31].[Na+:36].[O-:32][C:33](=[O:34])[O-:35].[OH:21][B:22]([OH:23])[c:24]1[cH:25][cH:26][cH:27][cH:28][cH:29]1>>[Cl:1][c:2]1[c:3](-[c:24]2[cH:25][cH:26][cH:27][cH:28][cH:29]2)[c:4]2[c:5]([cH:6][n:7][nH:8][c:9]2=[O:10])[n:11]1[CH2:12][O:13][CH2:14][CH2:15][Si:16]([CH3:17])([CH3:18])[CH3:19]. Starting materials: CCO, Cc1ccccc1, [Cl-], C[Si](C)(C)CCOCn1c(Cl)c(I)c2c(=O)[nH]ncc21, [Na+], [Na+], [Na+], O=C([O-])[O-], OB(O)c1ccccc1.